Dataset: the Open Reaction Database (ORD), a public repository of structured organic reaction records. Task: describe an organic reaction: reactants, conditions, products, and yield Starting materials: [Li+], C1COCCO1, [OH-], O, O, CCCc1nc(CO)c(C(=O)OCC)n1Cc1ccc(-c2ccccc2-c2nnnn2C(c2ccccc2)(c2ccccc2)c2ccccc2)cc1. The product is CCCc1nc(CO)c(C(=O)O)n1Cc1ccc(-c2ccccc2-c2nnnn2C(c2ccccc2)(c2ccccc2)c2ccccc2)cc1. Reaction SMILES: [Li+:3].[O:57]1[CH2:58][CH2:59][O:60][CH2:61][CH2:62]1.[OH-:2].[OH2:1].[OH2:56].[OH:4][CH2:5][c:6]1[n:7][c:8]([CH2:53][CH2:54][CH3:55])[n:9]([CH2:16][c:17]2[cH:18][cH:19][c:20](-[c:23]3[c:24](-[c:29]4[n:30][n:31][n:32][n:33]4[C:34]([c:35]4[cH:36][cH:37][cH:38][cH:39][cH:40]4)([c:41]4[cH:42][cH:43][cH:44][cH:45][cH:46]4)[c:47]4[cH:48][cH:49][cH:50][cH:51][cH:52]4)[cH:25][cH:26][cH:27][cH:28]3)[cH:21][cH:22]2)[c:10]1[C:11](=[O:12])[O:13][CH2:14][CH3:15]>>[OH:4][CH2:5][c:6]1[n:7][c:8]([CH2:53][CH2:54][CH3:55])[n:9]([CH2:16][c:17]2[cH:18][cH:19][c:20](-[c:23]3[c:24](-[c:29]4[n:30][n:31][n:32][n:33]4[C:34]([c:35]4[cH:36][cH:37][cH:38][cH:39][cH:40]4)([c:41]4[cH:42][cH:43][cH:44][cH:45][cH:46]4)[c:47]4[cH:48][cH:49][cH:50][cH:51][cH:52]4)[cH:25][cH:26][cH:27][cH:28]3)[cH:21][cH:22]2)[c:10]1[C:11](=[O:12])[OH:13]. The reactants are N (Ammonia), C(C)OC(=O)C=1C2=C(C(=NC1)Cl)C(=CS2)COC2=C(C=CC(=C2)C=2N=NN(C2)C)C (4-chloro-3-[2-methyl-5-(1-methyl-1H-[1,2,3]triazol-4-yl)-phenoxy-methyl]-thieno[3,2-c]pyridine-7-carboxylic acid ethyl ester). Run in CC(C)O (2-propanol). Run at temperature 140 celsius. Product: C(C)OC(=O)C=1C2=C(C(=NC1)N)C(=CS2)COC2=C(C=CC(=C2)C=2N=NN(C2)C)C (4-amino-3-[2-methyl-5-(1-methyl-1H-[1,2,3]triazol-4-yl)-phenoxymethyl]-thieno[3,2-c]pyridine-7-carboxylic acid ethyl ester). RXN SMILES: [NH3:1].[CH2:2]([O:4][C:5]([C:7]1[C:8]2[S:16][CH:15]=[C:14]([CH2:17][O:18][C:19]3[CH:24]=[C:23]([C:25]4[N:26]=[N:27][N:28]([CH3:30])[CH:29]=4)[CH:22]=[CH:21][C:20]=3[CH3:31])[C:9]=2[C:10](Cl)=[N:11][CH:12]=1)=[O:6])[CH3:3]>CC(O)C>[CH2:2]([O:4][C:5]([C:7]1[C:8]2[S:16][CH:15]=[C:14]([CH2:17][O:18][C:19]3[CH:24]=[C:23]([C:25]4[N:26]=[N:27][N:28]([CH3:30])[CH:29]=4)[CH:22]=[CH:21][C:20]=3[CH3:31])[C:9]=2[C:10]([NH2:1])=[N:11][CH:12]=1)=[O:6])[CH3:3]. Procedure: Ammonia gas was bubbled into a solution of 4-chloro-3-[2-methyl-5-(1-methyl-1H-[1,2,3]triazol-4-yl)-phenoxy-methyl]-thieno[3,2-c]pyridine-7-carboxylic acid ethyl ester (0.17 g, 0.38 mmol) (from Example 22 supra) in 2-propanol (15 mL) for 20 minutes. The mixture was heated in a microwave reactor at 140° C. for 2 hours. The reaction mixture was concentrated. The residue washed with hot methanol, filtered and dried to give 4-amino-3-[2-methyl-5-(1-methyl-1H-[1,2,3]triazol-4-yl)-phenoxymethyl]-thien...